This data is from the Open Reaction Database (ORD), a public repository of structured organic reaction records. The task is: describe an organic reaction: reactants, conditions, products, and yield Reactants: C(C1=CC=CC=C1)N(C([C@H](CC1=CC=C(C=C1)OC(C)(C)C)NC(OCC1C2=CC=CC=C2C=2C=CC=CC12)=O)=O)CC(OCC)OCC ((S)-(9H-fluoren-9-yl)methyl 1-(benzyl(2,2-diethoxyethyl)amino)-3-(4-tert-butoxyphenyl)-1-oxopropan-2-ylcarbamate), N1CCCCC1 (piperidine). The product is N[C@H](C(=O)N(CC(OCC)OCC)CC1=CC=CC=C1)CC1=CC=C(C=C1)OC(C)(C)C ((S)-2-amino-N-benzyl-3-(4-tert-butoxyphenyl)-N-(2,2-diethoxyethyl)propanamide). The yield is 106.4%. RXN SMILES: [CH2:1]([N:8]([CH2:42][CH:43]([O:47][CH2:48][CH3:49])[O:44][CH2:45][CH3:46])[C:9](=[O:41])[C@@H:10]([NH:23]C(=O)OCC1C2C=CC=CC=2C2C1=CC=CC=2)[CH2:11][C:12]1[CH:17]=[CH:16][C:15]([O:18][C:19]([CH3:22])([CH3:21])[CH3:20])=[CH:14][CH:13]=1)[C:2]1[CH:7]=[CH:6][CH:5]=[CH:4][CH:3]=1.N1CCCCC1>>[NH2:23][C@@H:10]([CH2:11][C:12]1[CH:13]=[CH:14][C:15]([O:18][C:19]([CH3:21])([CH3:20])[CH3:22])=[CH:16][CH:17]=1)[C:9]([N:8]([CH2:1][C:2]1[CH:3]=[CH:4][CH:5]=[CH:6][CH:7]=1)[CH2:42][CH:43]([O:47][CH2:48][CH3:49])[O:44][CH2:45][CH3:46])=[O:41]. Procedure: According to the procedure described in the synthesis method of Compound IV-1, (S)-(9H-fluoren-9-yl)methyl 1-(benzyl(2,2-diethoxyethyl)amino)-3-(4-tert-butoxyphenyl)-1-oxopropan-2-ylcarbamate (Compound III-13) (3.22 g, 4.8 mmol) was treated with piperidine and the obtained residue was purified by silica gel column chromatography (eluent: n-hexane:ethyl acetate=9:1, chloroform:methanol=100:0 and 8:2) to obtain the title compound (2.26 g, 106%).